Dataset: the Open Reaction Database (ORD), a public repository of structured organic reaction records. Task: describe an organic reaction: reactants, conditions, products, and yield Reactants: CC(C)(C)OC(=O)c1ccc(Br)nc1, OB(O)c1cc(F)ccc1F, [Pd], c1ccc(P(c2ccccc2)c2ccccc2)cc1, c1ccc(P(c2ccccc2)c2ccccc2)cc1, c1ccc(P(c2ccccc2)c2ccccc2)cc1, c1ccc(P(c2ccccc2)c2ccccc2)cc1. Yields the product CC(C)(C)OC(=O)c1ccc(-c2cc(F)ccc2F)nc1. RXN SMILES: [Br:12][c:13]1[n:14][cH:15][c:16]([C:17](=[O:18])[O:19][C:20]([CH3:21])([CH3:22])[CH3:23])[cH:24][cH:25]1.[F:1][c:2]1[c:3]([B:9]([OH:10])[OH:11])[cH:4][c:5]([F:8])[cH:6][cH:7]1.[Pd:102].[c:26]1([P:27]([c:28]2[cH:29][cH:30][cH:31][cH:32][cH:33]2)[c:34]2[cH:35][cH:36][cH:37][cH:38][cH:39]2)[cH:40][cH:41][cH:42][cH:43][cH:44]1.[c:45]1([P:46]([c:47]2[cH:48][cH:49][cH:50][cH:51][cH:52]2)[c:53]2[cH:54][cH:55][cH:56][cH:57][cH:58]2)[cH:59][cH:60][cH:61][cH:62][cH:63]1.[c:64]1([P:65]([c:66]2[cH:67][cH:68][cH:69][cH:70][cH:71]2)[c:72]2[cH:73][cH:74][cH:75][cH:76][cH:77]2)[cH:78][cH:79][cH:80][cH:81][cH:82]1.[c:83]1([P:84]([c:85]2[cH:86][cH:87][cH:88][cH:89][cH:90]2)[c:91]2[cH:92][cH:93][cH:94][cH:95][cH:96]2)[cH:97][cH:98][cH:99][cH:100][cH:101]1>>[F:1][c:2]1[c:3](-[c:13]2[n:14][cH:15][c:16]([C:17](=[O:18])[O:19][C:20]([CH3:21])([CH3:22])[CH3:23])[cH:24][cH:25]2)[cH:4][c:5]([F:8])[cH:6][cH:7]1. Reactants: CCOC(=O)CBr, O=C([O-])[O-], CCCCc1ccc(S(=O)(=O)Nc2ccc(N3CCC(=O)CC3)cc2)cc1, CC#N, [K+], [K+]. The product is CCCCc1ccc(S(=O)(=O)N(CC(=O)OCC)c2ccc(N3CCC(=O)CC3)cc2)cc1. As a reaction SMILES: [Br:28][CH2:29][C:30](=[O:31])[O:32][CH2:33][CH3:34].[C:35](=[O:36])([O-:37])[O-:38].[CH2:1]([CH2:2][CH2:3][CH3:4])[c:5]1[cH:6][cH:7][c:8]([S:11](=[O:12])(=[O:13])[NH:14][c:15]2[cH:16][cH:17][c:18]([N:21]3[CH2:22][CH2:23][C:24](=[O:27])[CH2:25][CH2:26]3)[cH:19][cH:20]2)[cH:9][cH:10]1.[CH3:41][C:42]#[N:43].[K+:39].[K+:40]>>[CH2:1]([CH2:2][CH2:3][CH3:4])[c:5]1[cH:6][cH:7][c:8]([S:11](=[O:12])(=[O:13])[N:14]([c:15]2[cH:16][cH:17][c:18]([N:21]3[CH2:22][CH2:23][C:24](=[O:27])[CH2:25][CH2:26]3)[cH:19][cH:20]2)[CH2:29][C:30](=[O:31])[O:32][CH2:33][CH3:34])[cH:9][cH:10]1. Reactants: CCOC(CNCC1OCCO1)OCC, O=C(Cl)CCl, [Na+], [Na+], O=C([O-])[O-], O, c1ccccc1. Yields the product CCOC(CN(CC1OCCO1)C(=O)CCl)OCC. Reaction SMILES: [CH2:1]([CH3:2])[O:3][CH:4]([CH2:5][NH:6][CH2:7][CH:8]1[O:9][CH2:10][CH2:11][O:12]1)[O:13][CH2:14][CH3:15].[Cl:28][CH2:29][C:30](=[O:31])[Cl:32].[Na+:22].[Na+:23].[O-:24][C:25](=[O:26])[O-:27].[OH2:33].[cH:16]1[cH:17][cH:18][cH:19][cH:20][cH:21]1>>[CH2:1]([CH3:2])[O:3][CH:4]([CH2:5][N:6]([CH2:7][CH:8]1[O:9][CH2:10][CH2:11][O:12]1)[C:30]([CH2:29][Cl:28])=[O:31])[O:13][CH2:14][CH3:15]. Starting materials: C1CCOC1, CN(Cc1cc(C(F)(F)F)cc(C(F)(F)F)c1)C(=O)c1c(-c2ccc(F)cc2)c2ccc[n+](C)c2c(=O)n1C, [I-], [K], N#C[Fe-3](C#N)(C#N)(C#N)(C#N)C#N. Product: CN(Cc1cc(C(F)(F)F)cc(C(F)(F)F)c1)C(=O)c1c(-c2ccc(F)cc2)c2ccc(=O)n(C)c2c(=O)n1C. As a reaction SMILES: [CH2:41]1[CH2:44][CH2:43][CH2:42][O:45]1.[F:2][C:3]([c:4]1[cH:5][c:6]([CH2:7][N:8]([CH3:9])[C:10](=[O:11])[c:12]2[c:13](-[c:25]3[cH:26][cH:27][c:28]([F:31])[cH:29][cH:30]3)[c:14]3[c:15]([n+:16]([CH3:20])[cH:17][cH:18][cH:19]3)[c:21](=[O:24])[n:22]2[CH3:23])[cH:32][c:33]([C:35]([F:36])([F:37])[F:38])[cH:34]1)([F:39])[F:40].[I-:1].[K:46].[N:47]#[C:48][Fe-3:49]([C:50]#[N:51])([C:52]#[N:53])([C:54]#[N:55])([C:56]#[N:57])[C:58]#[N:59]>>[F:2][C:3]([c:4]1[cH:5][c:6]([CH2:7][N:8]([CH3:9])[C:10](=[O:11])[c:12]2[c:13](-[c:25]3[cH:26][cH:27][c:28]([F:31])[cH:29][cH:30]3)[c:14]3[c:15]([n:16]([CH3:20])[c:17](=[O:45])[cH:18][cH:19]3)[c:21](=[O:24])[n:22]2[CH3:23])[cH:32][c:33]([C:35]([F:36])([F:37])[F:38])[cH:34]1)([F:39])[F:40]. Starting materials: O (water), COC(=O)C1(CCN(CC1)C(=O)OC(C)(C)C)C1=CC=C(C=C1)Cl (4-(4-chloro-phenyl)-piperidine-1,4-dicarboxylic acid 1-tert-butyl ester 4-methyl ester), [H-].[Al+3].[Li+].[H-].[H-].[H-] (lithium aluminium hydride). Solvent: CCOCC (ether), CCOCC (ether). Conditions: temperature 0 celsius, time 3 hour. The product is C(C)(C)(C)OC(=O)N1CCC(CC1)(CO)C1=CC=C(C=C1)Cl (4-(4-Chloro-phenyl)-4-hydroxymethyl-piperidine-1-carboxylic acid tert-butyl ester). The yield is 46.0%. As a reaction SMILES: C[O:2][C:3]([C:5]1([C:18]2[CH:23]=[CH:22][C:21]([Cl:24])=[CH:20][CH:19]=2)[CH2:10][CH2:9][N:8]([C:11]([O:13][C:14]([CH3:17])([CH3:16])[CH3:15])=[O:12])[CH2:7][CH2:6]1)=O.[H-].[Al+3].[Li+].[H-].[H-].[H-].O>CCOCC>[C:14]([O:13][C:11]([N:8]1[CH2:7][CH2:6][C:5]([C:18]2[CH:23]=[CH:22][C:21]([Cl:24])=[CH:20][CH:19]=2)([CH2:3][OH:2])[CH2:10][CH2:9]1)=[O:12])([CH3:17])([CH3:15])[CH3:16] |f:1.2.3.4.5.6|. Procedure details: To a chilled solution of 4-(4-chloro-phenyl)-piperidine-1,4-dicarboxylic acid 1-tert-butyl ester 4-methyl ester (700 mg, 1.98 mmol) in 6 ml ether was added dropwise 2 ml lithium aluminium hydride 1M solution in ether. The reaction was stirred at 0° C. for 3 hours, then water (100 ml) was slowly added. The resulting gel was filtered and the aqueous filtrate was extracted three times with ether. The combined organic layers were dried with magnesium sulfate and concentrated under vacuum. Recovered ...